From a dataset of the Open Reaction Database (ORD), a public repository of structured organic reaction records. describe an organic reaction: reactants, conditions, products, and yield As a reaction SMILES: [CH2:1]([O:3][CH2:4][C:5]1[N:6]([CH2:19][C:20]([NH:23][C:24]([NH:26][CH:27]([CH3:29])[CH3:28])=[O:25])([CH3:22])[CH3:21])[C:7]2[C:16]3[CH:15]=[CH:14][C:13]([OH:17])=[CH:12][C:11]=3[N:10]=[CH:9][C:8]=2[N:18]=1)[CH3:2].I[CH2:31][CH2:32][CH2:33][CH2:34][CH2:35][CH2:36][NH:37][C:38](=[O:44])[O:39][C:40]([CH3:43])([CH3:42])[CH3:41]>>[CH2:1]([O:3][CH2:4][C:5]1[N:6]([CH2:19][C:20]([NH:23][C:24]([NH:26][CH:27]([CH3:28])[CH3:29])=[O:25])([CH3:22])[CH3:21])[C:7]2[C:16]3[CH:15]=[CH:14][C:13]([O:17][CH2:31][CH2:32][CH2:33][CH2:34][CH2:35][CH2:36][NH:37][C:38](=[O:44])[O:39][C:40]([CH3:43])([CH3:42])[CH3:41])=[CH:12][C:11]=3[N:10]=[CH:9][C:8]=2[N:18]=1)[CH3:2]. Yields the product C(C)OCC=1N(C2=C(C=NC=3C=C(C=CC23)OCCCCCCNC(OC(C)(C)C)=O)N1)CC(C)(C)NC(=O)NC(C)C (tert-butyl 6-{[2-(ethoxymethyl)-1-(2-{[(isopropylamino)carbonyl]amino}-2-methylpropyl)-1H-imidazo[4,5-c]quinolin-7-yl]oxy}hexylcarbamate). The reactants are C(C)OCC=1N(C2=C(C=NC=3C=C(C=CC23)O)N1)CC(C)(C)NC(=O)NC(C)C (N-{2-[2-(ethoxymethyl)-7-hydroxy-1H-imidazo[4,5-c]quinolin-1-yl]-1,1-dimethylethyl}-N′-isopropylurea), ICCCCCCNC(OC(C)(C)C)=O (tert-butyl 6-iodohexylcarbamate). Procedure: Following the method described in Part L of Example 2, N-{2-[2-(ethoxymethyl)-7-hydroxy-1H-imidazo[4,5-c]quinolin-1-yl]-1,1-dimethylethyl}-N′-isopropylurea (3.12 g, 7.80 mmol) was treated with tert-butyl 6-iodohexylcarbamate (2.81 g, 8.58 mmol) to afford 4.31 g of tert-butyl 6-{[2-(ethoxymethyl)-1-(2-{[(isopropylamino)carbonyl]amino}-2-methylpropyl)-1H-imidazo[4,5-c]quinolin-7-yl]oxy}hexylcarbamate. The material was used without purification in the next step. Isolated yield 92.3%. Reactants: C(C)N1CCC(C2=CC=CC(=C12)CSC=1NC2=C(N1)C=CC=C2)NC (1-ethyl-4-methylamino-8-(2-benzimidazolyl)thiomethyl-1,2,3,4-tetrahydroquinoline), C(=O)C=O (glyoxal). Solvent: CO (methanol). Reaction conditions: time 3 hour. Product: C(C)N1CCC(C2=CC=CC(=C12)CSC=1NC2=C(N1)C=CC=C2)N(CCO)C (1-ethyl-4-[N-methyl-N-(2-hydroxyethyl)amino]-8-(2-benzimidazolyl)thiomethyl-1,2,3,4-tetrahydroquinoline). Reaction SMILES: [CH2:1]([N:3]1[C:12]2[C:7](=[CH:8][CH:9]=[CH:10][C:11]=2[CH2:13][S:14][C:15]2[NH:16][C:17]3[CH:23]=[CH:22][CH:21]=[CH:20][C:18]=3[N:19]=2)[CH:6]([NH:24][CH3:25])[CH2:5][CH2:4]1)[CH3:2].[CH:26]([CH:28]=O)=[O:27]>CO>[CH2:1]([N:3]1[C:12]2[C:7](=[CH:8][CH:9]=[CH:10][C:11]=2[CH2:13][S:14][C:15]2[NH:19][C:18]3[CH:20]=[CH:21][CH:22]=[CH:23][C:17]=3[N:16]=2)[CH:6]([N:24]([CH3:25])[CH2:28][CH2:26][OH:27])[CH2:5][CH2:4]1)[CH3:2]. Reported procedure: To a solution of 1-ethyl-4-methylamino-8-(2-benzimidazolyl)thiomethyl-1,2,3,4-tetrahydroquinoline (900 mg) in methanol (20 ml) was added glyoxal (10 ml) and the mixture was stirred for 3 hours at room temperature. The solvent was distilled off and the resulting residue was dissolved in methanol, and to this mixture was added gradually sodium borohydride (1 g). After stirring the mixture for 1 hour at room temperature, the reaction mixture was concentrated. The resulting residue was extracted wit... Starting materials: Cc1cc2c(c(C)c1O)C(C)CN2C(=O)C(C)C, ClCCl, CC(=O)OC(C)=O, c1ccncc1. Product: CC(=O)Oc1c(C)cc2c(c1C)C(C)CN2C(=O)C(C)C. Reaction SMILES: [C:1]([CH:2]([CH3:3])[CH3:4])(=[O:5])[N:6]1[CH2:7][CH:8]([CH3:18])[c:9]2[c:10]([CH3:17])[c:11]([OH:16])[c:12]([CH3:15])[cH:13][c:14]21.[CH2:32]([Cl:33])[Cl:34].[CH3:25][C:26](=[O:27])[O:28][C:29](=[O:30])[CH3:31].[cH:19]1[cH:20][cH:21][n:22][cH:23][cH:24]1>>[C:1]([CH:2]([CH3:3])[CH3:4])(=[O:5])[N:6]1[CH2:7][CH:8]([CH3:18])[c:9]2[c:10]([CH3:17])[c:11]([O:16][C:26]([CH3:25])=[O:27])[c:12]([CH3:15])[cH:13][c:14]21.